This data is from the Open Reaction Database (ORD), a public repository of structured organic reaction records. The task is: describe an organic reaction: reactants, conditions, products, and yield Starting materials: COC1=C(C(=O)O)C=C(C(=C1)OC)OC (2,4,5-trimethoxybenzoic acid), Cl (hydrochloric acid), [Al](Cl)(Cl)Cl.O.O.O.O.O.O (AlCl3.6H2O), [Na+].[Br-] (NaBr). Solvent: CN(C=O)C (dimethylformamide), O (water). Run at temperature 100 celsius, time 5 hour. The product is OC1=C(C(=O)O)C=C(C(=C1)OC)OC (2-hydroxy-4,5-dimethoxybenzoic acid). Isolated yield 73.2%. Reaction SMILES: C[O:2][C:3]1[CH:11]=[C:10]([O:12][CH3:13])[C:9]([O:14][CH3:15])=[CH:8][C:4]=1[C:5]([OH:7])=[O:6].[Al](Cl)(Cl)Cl.O.O.O.O.O.O.[Na+].[Br-].Cl>CN(C)C=O.O>[OH:2][C:3]1[CH:11]=[C:10]([O:12][CH3:13])[C:9]([O:14][CH3:15])=[CH:8][C:4]=1[C:5]([OH:7])=[O:6] |f:1.2.3.4.5.6.7,8.9|. Procedure details: In 11 mL of dimethylformamide (DMF) were suspended 2.12 g of compound (1a), 4.82 g of AlCl3.6H2O, and 2.06 g of NaBr in a stream of argon, which was then heat stirred at 100° C. for 5 hours. The reaction mixture was allowed to stand to cool, to which 10.4 g of 35% hydrochloric acid was then added dropwise before adding 11 mL of water, followed by heat stirring at 70° C. for one hour. The precipitated crystal was collected by filtration and washed with water. The resultant crystal was dried under...